Task: describe an organic reaction: reactants, conditions, products, and yield. Dataset: the Open Reaction Database (ORD), a public repository of structured organic reaction records Starting materials: C(C1=CC=CC=C1)C1=C(N=C(S1)Cl)C1=CC=C(C=C1)OC (5-benzyl-2-chloro-4-(4-methoxy-phenyl)-thiazole), O[Li].O (LiOH.H2O), N1CCOCC1 (morpholine), CN(C)C=O (DMF). Solvent: O (water), O (water). Run at temperature 100 celsius. Product: C(C1=CC=CC=C1)C1=C(N=C(S1)N1CCOCC1)C1=CC=C(C=C1)OC (4-[5-benzyl-4-(4-methoxy-phenyl)-thiazol-2-yl]-morpholine). The yield is 62.8%. Reaction SMILES: [CH2:1]([C:8]1[S:12][C:11](Cl)=[N:10][C:9]=1[C:14]1[CH:19]=[CH:18][C:17]([O:20][CH3:21])=[CH:16][CH:15]=1)[C:2]1[CH:7]=[CH:6][CH:5]=[CH:4][CH:3]=1.O[Li].O.[NH:25]1[CH2:30][CH2:29][O:28][CH2:27][CH2:26]1.CN(C=O)C>O>[CH2:1]([C:8]1[S:12][C:11]([N:25]2[CH2:30][CH2:29][O:28][CH2:27][CH2:26]2)=[N:10][C:9]=1[C:14]1[CH:19]=[CH:18][C:17]([O:20][CH3:21])=[CH:16][CH:15]=1)[C:2]1[CH:7]=[CH:6][CH:5]=[CH:4][CH:3]=1 |f:1.2|. Procedure details: To 25 ml eggplant-shaped bottle were added 1.00 g (3.17 mmol) 5-benzyl-2-chloro-4-(4-methoxy-phenyl)-thiazole prepared in the step 1, 0.27 g (6.34 mmol) LiOH.H2O, 20 mg KI, 0.55 g (6.34 mmol) morpholine, 5 ml DMF and 0.5 ml water. The mixture was stirred until homogeneous, heated to 100° C., stirred for 20 hours, added 20 ml water, and extracted with ethyl acetate 3×10 ml. The organic phases were combined, washed with saturated brine, dried over anhydrous sodium sulfate, filtered, and concentrat... Reactants: CC1=NC(=C(C(=O)OC)C=C1)N1N=C(C=C1)C (methyl 6-methyl-2-(3-methyl-1H-pyrazol-1-yl)nicotinate), C[Si](C(F)(F)F)(C)C (trimethyl(trifluoromethyl)silane), [F-].C(CCC)[N+](CCCC)(CCCC)CCCC (tetrabutyl ammonium fluoride). Run in C1(=CC=CC=C1)C (toluene). Reaction conditions: time 12 hour. Product: FC(C(=O)C=1C(=NC(=CC1)C)N1N=C(C=C1)C)(F)F (2,2,2-trifluoro-1-(6-methyl-2-(3-methyl-1H-pyrazol-1-yl)pyridin-3-yl)ethanone). Reaction SMILES: [CH3:1][C:2]1[CH:11]=[CH:10][C:5]([C:6]([O:8]C)=O)=[C:4]([N:12]2[CH:16]=[CH:15][C:14]([CH3:17])=[N:13]2)[N:3]=1.C[Si](C)(C)[C:20]([F:23])([F:22])[F:21].[F-].C([N+](CCCC)(CCCC)CCCC)CCC>C1(C)C=CC=CC=1>[F:21][C:20]([F:23])([F:22])[C:6]([C:5]1[C:4]([N:12]2[CH:16]=[CH:15][C:14]([CH3:17])=[N:13]2)=[N:3][C:2]([CH3:1])=[CH:11][CH:10]=1)=[O:8] |f:2.3|. Procedure details: To a solution of methyl 6-methyl-2-(3-methyl-1H-pyrazol-1-yl)nicotinate (3.7 g, 16 mmol) and trimethyl(trifluoromethyl)silane (11.4 g, 80.2 mmol) in toluene (60 ml), was added dropwise at −78° C. and then the solution of tetrabutyl ammonium fluoride (1.6 mL, 1.0 M in THF) was added dropwise to the reaction mixture at −78° C. After addition, the mixture was warmed slowly up to RT and stirred for 12 h. The reaction mixture was concentrated and the resulting residue was dissolved in methanol (30 mL...